This data is from the Open Reaction Database (ORD), a public repository of structured organic reaction records. The task is: describe an organic reaction: reactants, conditions, products, and yield Procedure details: p-Toluenesulfonyl chloride (17.1 g) was added portionwise to triethylene glycol (15 g) in pyridine (600 ml) at 0° C. The solution was allowed to warm to room temperature and stirring continued for 16 h. The solvent was removed under reduced pressure to approximately 50 ml and the residue diluted with hydrochloric acid (100 ml, 3M), extracted with dichloromethane (3×100 ml), washed with brine (150 ml), dried (Na2SO4), and the solvent removed under reduced pressure. The resulting pale orange oil w... The reactants are C1(=CC=C(C=C1)S(=O)(=O)Cl)C (p-Toluenesulfonyl chloride), C(COCCOCCO)O (triethylene glycol). Conditions: time 16 hour. As a reaction SMILES: [C:1]1([CH3:11])[CH:6]=[CH:5][C:4]([S:7](Cl)(=[O:9])=[O:8])=[CH:3][CH:2]=1.[CH2:12]([OH:21])[CH2:13][O:14][CH2:15][CH2:16][O:17][CH2:18][CH2:19][OH:20]>N1C=CC=CC=1>[S:7]([O:21][CH2:12][CH2:13][O:14][CH2:15][CH2:16][O:17][CH2:18][CH2:19][OH:20])([C:4]1[CH:5]=[CH:6][C:1]([CH3:11])=[CH:2][CH:3]=1)(=[O:9])=[O:8]. The yield is 23.0%. Run in N1=CC=CC=C1 (pyridine). Yields the product S(=O)(=O)(C1=CC=C(C)C=C1)OCCOCCOCCO (triethylene glycol mono tosylate), oil. Reactants: [Mn](=O)(=O)(=O)[O-].[K+] (potassium permanganate), S(=O)(=O)([O-])[O-].[Mg+2] (magnesium sulfate), C1(=CCCCC1)CO (1-cyclohexenemethanol), O (water). The solvent is C(C)O (ethanol). Product: OC1(C(CCCC1)O)CO (1,2-dihydroxycyclohexanemethanol). Procedure details: A solution of 24.9 g of potassium permanganate and 18.7 g of magnesium sulfate in 498 ml of water was added dropwise during 1.5 hours to a solution of 22.23 g of 1-cyclohexenemethanol in 373 ml of ethanol. During the dropwise addition, the reaction mixture temperature was maintained at 15°-20°. The reaction mixture was filtered to remove the by-product manganese dioxide. The filtrate was evaporated under reduced pressure to a residual oil. The residual oil was taken up in ethanol and dried with ... RXN SMILES: [Mn]([O-])(=O)(=O)=O.[K+].S([O-])([O-])(=O)=[O:8].[Mg+2].[C:13]1([CH2:19][OH:20])[CH2:18][CH2:17][CH2:16][CH2:15][CH:14]=1.[OH2:21]>C(O)C>[OH:21][C:13]1([CH2:19][OH:20])[CH2:18][CH2:17][CH2:16][CH2:15][CH:14]1[OH:8] |f:0.1,2.3|. The reactants are solution, [F-].C(CCC)[N+](CCCC)(CCCC)CCCC (tetrabutylammonium fluoride), [Si](C1=CC=CC=C1)(C1=CC=CC=C1)(C(C)(C)C)OCCOC=1N=C2C(=CC(=NC2=CC1)CC)OCC1=CC=C(C=C1)C1=C(C=CC=C1)C=1N=NN(N1)C(C1=CC=CC=C1)(C1=CC=CC=C1)C1=CC=CC=C1 (6-[2-(t-butyldiphenylsilyl)oxyethoxy]-2-ethyl-4-[(2'-(2-triphenylmethyl-2H-tetrazol-5-yl) biphenyl-4-yl)methoxy]-1,5-naphthyridine). Solvent: C1CCOC1 (THF), C1CCOC1 (THF). Conditions: temperature 40 celsius, time 2 hour. Product: N1=CC=CC2=NC=CC=C12 (1,5-naphthyridine). The yield is 550.3%. Reaction SMILES: [F-].C([N+](CCCC)(CCCC)CCCC)CCC.[Si](OCCO[C:40]1[N:41]=[C:42]2[C:47](=[CH:48][CH:49]=1)[N:46]=[C:45](CC)[CH:44]=[C:43]2OCC1C=CC(C2C=CC=CC=2C2N=NN(C(C3C=CC=CC=3)(C3C=CC=CC=3)C3C=CC=CC=3)N=2)=CC=1)(C(C)(C)C)(C1C=CC=CC=1)C1C=CC=CC=1>C1COCC1>[N:41]1[C:42]2[C:47](=[N:46][CH:45]=[CH:44][CH:43]=2)[CH:48]=[CH:49][CH:40]=1 |f:0.1|. Reported procedure: A 1M solution of tetrabutylammonium fluoride in THF (14 ml) was added to a solution of compound E (1.1 g) in THF (10 ml) and the mixture was stirred for 2 hours. The solution was then warmed to 40° C. for 10 minutes. Volatile material was removed by evaporation and the residual oil was dissolved in ethyl acetate (75 ml) and washed with water (75 ml and 30 ml). The precipitated solid was collected by filtration to give 2-ethyl-6-hydroxy-4-[(2'-triphenylmethyl-2H-tetrazol-5-yl)biphenyl-4-yl)-metho... Yield: 5.9%. Procedure: 3-(5-bromo-2-(3-(piperidin-4-yl)-1,2,4-thiadiazol-5-ylamino)pyridin-4-yloxy)-4-chloro-N-(2-(dimethylamino)ethyl)benzamide dihydrochloride (0.12 g, 0.18 mmol) was dissolved in DMF (2 mL) and the solution was cooled to 0° C. DIEA (0.13 ml, 0.73 mmol) was added followed by acetyl chloride (0.017 mL, 0.24 mmol). The solution was warmed to RT. After 15 minutes, the solution was quenched with water, extracted with EtOAc, dried, and concentrated. HPLC purification gave 3-(2-(3-(1-acetylpiperidin-4-yl)-... As a reaction SMILES: Cl.Cl.[Br:3][C:4]1[C:5]([O:22][C:23]2[CH:24]=[C:25]([CH:34]=[CH:35][C:36]=2[Cl:37])[C:26]([NH:28][CH2:29][CH2:30][N:31]([CH3:33])[CH3:32])=[O:27])=[CH:6][C:7]([NH:10][C:11]2[S:15][N:14]=[C:13]([CH:16]3[CH2:21][CH2:20][NH:19][CH2:18][CH2:17]3)[N:12]=2)=[N:8][CH:9]=1.CCN(C(C)C)C(C)C.[C:47](Cl)(=[O:49])[CH3:48]>CN(C=O)C>[C:47]([N:19]1[CH2:20][CH2:21][CH:16]([C:13]2[N:12]=[C:11]([NH:10][C:7]3[CH:6]=[C:5]([O:22][C:23]4[CH:24]=[C:25]([CH:34]=[CH:35][C:36]=4[Cl:37])[C:26]([NH:28][CH2:29][CH2:30][N:31]([CH3:33])[CH3:32])=[O:27])[C:4]([Br:3])=[CH:9][N:8]=3)[S:15][N:14]=2)[CH2:17][CH2:18]1)(=[O:49])[CH3:48] |f:0.1.2|. Run in CN(C)C=O (DMF). The product is C(C)(=O)N1CCC(CC1)C1=NSC(=N1)NC1=NC=C(C(=C1)OC=1C=C(C(=O)NCCN(C)C)C=CC1Cl)Br (3-(2-(3-(1-acetylpiperidin-4-yl)-1,2,4-thiadiazol-5-ylamino)-5-bromopyridin-4-yloxy)-4-chloro-N-(2-(dimethylamino)ethyl)benzamide). Starting materials: CCN(C(C)C)C(C)C (DIEA), Cl.Cl.BrC=1C(=CC(=NC1)NC1=NC(=NS1)C1CCNCC1)OC=1C=C(C(=O)NCCN(C)C)C=CC1Cl (3-(5-bromo-2-(3-(piperidin-4-yl)-1,2,4-thiadiazol-5-ylamino)pyridin-4-yloxy)-4-chloro-N-(2-(dimethylamino)ethyl)benzamide dihydrochloride), C(C)(=O)Cl (acetyl chloride). Run at temperature 0 celsius, time 15 minute. Reactants: ClC1=C(C=C(C=C1)C(O)C1=CC=C(C=C1)OCCCCC)S(=O)(=O)N (2-Chloro-5-[(4-pentyloxy-phenyl)-hydroxy-methyl]-benzenesulfonamide), CC(=O)C.OS(=O)(=O)O.O=[Cr](=O)=O (Jones reagent). Solvent: CC(=O)C (acetone), O (water). Run at time 30 minute. Yields the product ClC1=C(C=C(C=C1)C(C1=CC=C(C=C1)OCCCCC)=O)S(=O)(=O)N (2-Chloro-5-(4-pentyloxy-benzoyl)-benzenesulfonamide). As a reaction SMILES: [Cl:1][C:2]1[CH:7]=[CH:6][C:5]([CH:8]([C:10]2[CH:15]=[CH:14][C:13]([O:16][CH2:17][CH2:18][CH2:19][CH2:20][CH3:21])=[CH:12][CH:11]=2)[OH:9])=[CH:4][C:3]=1[S:22]([NH2:25])(=[O:24])=[O:23].CC(C)=O.OS(O)(=O)=O.O=[Cr](=O)=O>CC(C)=O.O>[Cl:1][C:2]1[CH:7]=[CH:6][C:5]([C:8](=[O:9])[C:10]2[CH:11]=[CH:12][C:13]([O:16][CH2:17][CH2:18][CH2:19][CH2:20][CH3:21])=[CH:14][CH:15]=2)=[CH:4][C:3]=1[S:22]([NH2:25])(=[O:24])=[O:23] |f:1.2.3|. Reported procedure: 2-Chloro-5-[(4-pentyloxy-phenyl)-hydroxy-methyl]-benzenesulfonamide is dissolved in acetone (10 mL), and treated with a solution of Jones reagent (3 M in water, 0.91 mmol). The reaction is allowed to stir for 30 minutes. The reaction is diluted with water and extracted with dichloromethane. The organic phase is separated and concentrated in vacuo. The residue is purified by silica gel chromatography (gradient of ethyl acetate in hexanes 25-75%) followed by recrystallization from ether affording ... Starting materials: CCO, FC(F)(F)c1nc(Cl)c(-c2ccccc2)c(-c2ccccc2)n1, [N-]=[N+]=[N-], [Na+]. Yields the product [N-]=[N+]=Nc1nc(C(F)(F)F)nc(-c2ccccc2)c1-c1ccccc1. RXN SMILES: [CH3:28][CH2:29][OH:30].[Cl:1][c:2]1[n:3][c:4]([C:20]([F:21])([F:22])[F:23])[n:5][c:6](-[c:14]2[cH:15][cH:16][cH:17][cH:18][cH:19]2)[c:7]1-[c:8]1[cH:9][cH:10][cH:11][cH:12][cH:13]1.[N-:25]=[N+:26]=[N-:27].[Na+:24]>>[c:2]1([N:25]=[N+:26]=[N-:27])[n:3][c:4]([C:20]([F:21])([F:22])[F:23])[n:5][c:6](-[c:14]2[cH:15][cH:16][cH:17][cH:18][cH:19]2)[c:7]1-[c:8]1[cH:9][cH:10][cH:11][cH:12][cH:13]1.